Dataset: the Open Reaction Database (ORD), a public repository of structured organic reaction records. Task: describe an organic reaction: reactants, conditions, products, and yield Starting materials: Cc1cc(C)n2nc(S)nc2n1, COc1ccc(CCC2(C3CCCC3)CC(O)=C(Cl)C(=O)O2)cc1, COc1cc(OC)c(CCC2(C3CCCC3)CC(O)=C(Cl)C(=O)O2)cc1Cl, Oc1nc(S)nc2[nH]ccc12. Product: COc1ccc(CCC2(C3CCCC3)CC(O)=C(Sc3nc(O)c4cc[nH]c4n3)C(=O)O2)cc1. Reaction SMILES: [CH3:12][c:13]1[cH:14][c:15]([CH3:16])[n:17]2[n:18][c:19]([SH:20])[n:21][c:22]2[n:23]1.[Cl:24][C:25]1=[C:30]([OH:31])[CH2:29][C:28]([CH:32]2[CH2:33][CH2:34][CH2:35][CH2:36]2)([CH2:37][CH2:38][c:39]2[cH:40][cH:41][c:42]([O:45][CH3:46])[cH:43][cH:44]2)[O:27][C:26]1=[O:47].[Cl:48][C:49]1=[C:73]([OH:74])[CH2:72][C:53]([CH2:54][CH2:55][c:56]2[cH:57][c:58]([Cl:59])[c:60]([O:61][CH3:62])[cH:63][c:64]2[O:65][CH3:66])([CH:67]2[CH2:68][CH2:69][CH2:70][CH2:71]2)[O:52][C:50]1=[O:51].[SH:1][c:2]1[n:3][c:4]([OH:11])[c:5]2[c:6]([n:7]1)[nH:8][cH:9][cH:10]2>>[S:1]([c:2]1[n:3][c:4]([OH:11])[c:5]2[c:6]([n:7]1)[nH:8][cH:9][cH:10]2)[C:25]1=[C:30]([OH:31])[CH2:29][C:28]([CH:32]2[CH2:33][CH2:34][CH2:35][CH2:36]2)([CH2:37][CH2:38][c:39]2[cH:40][cH:41][c:42]([O:45][CH3:46])[cH:43][cH:44]2)[O:27][C:26]1=[O:47]. Starting materials: [OH-].[Na+] (NaOH), OO (H2O2), C(#N)[C@H]1C[C@@H](N(C1)C1=CC=2N(C=C1)N=CC2C(=O)N(CC2=CC=C(C=C2)OC)CC2=CC=C(C=C2)OC)C2=CC(=CC=C2)F (5-((2R,4S)-4-cyano-2-(3-fluorophenyl)pyrrolidin-1-yl)-N,N-bis(4-methoxybenzyl)pyrazolo[1,5-a]pyridine-3-carboxamide). Solvent: CO (MeOH). Conditions: temperature 0 celsius, time 1 hour. Yields the product C(N)(=O)[C@H]1C[C@@H](N(C1)C1=CC=2N(C=C1)N=CC2C(=O)N(CC2=CC=C(C=C2)OC)CC2=CC=C(C=C2)OC)C2=CC(=CC=C2)F (5-((2R,4S)-4-carbamoyl-2-(3-fluorophenyl)pyrrolidin-1-yl)-N,N-bis(4-methoxybenzyl)pyrazolo[1,5-a]pyridine-3-carboxamide). Reaction SMILES: [C:1]([C@@H:3]1[CH2:7][N:6]([C:8]2[CH:13]=[CH:12][N:11]3[N:14]=[CH:15][C:16]([C:17]([N:19]([CH2:29][C:30]4[CH:35]=[CH:34][C:33]([O:36][CH3:37])=[CH:32][CH:31]=4)[CH2:20][C:21]4[CH:26]=[CH:25][C:24]([O:27][CH3:28])=[CH:23][CH:22]=4)=[O:18])=[C:10]3[CH:9]=2)[C@@H:5]([C:38]2[CH:43]=[CH:42][CH:41]=[C:40]([F:44])[CH:39]=2)[CH2:4]1)#[N:2].[OH-:45].[Na+].OO>CO>[C:1]([C@@H:3]1[CH2:7][N:6]([C:8]2[CH:13]=[CH:12][N:11]3[N:14]=[CH:15][C:16]([C:17]([N:19]([CH2:29][C:30]4[CH:35]=[CH:34][C:33]([O:36][CH3:37])=[CH:32][CH:31]=4)[CH2:20][C:21]4[CH:22]=[CH:23][C:24]([O:27][CH3:28])=[CH:25][CH:26]=4)=[O:18])=[C:10]3[CH:9]=2)[C@@H:5]([C:38]2[CH:43]=[CH:42][CH:41]=[C:40]([F:44])[CH:39]=2)[CH2:4]1)(=[O:45])[NH2:2] |f:1.2|. Procedure details: A solution of 5-((2R,4S)-4-cyano-2-(3-fluorophenyl)pyrrolidin-1-yl)-N,N-bis(4-methoxybenzyl)pyrazolo[1,5-a]pyridine-3-carboxamide (I-35) (25 mg, 0.042 mmol) in MeOH (1 mL) was cooled to 0° C. A 1M NaOH solution (0.17 mL, 0.17 mmol) and 30% H2O2 (0.01 mL) were added to the reaction and stirred at 0° C. for 1 hour followed by room temperature for 1 hour. The reaction was concentrated to dryness and the residue was partitioned between EtOAc and H2O. The aqueous layer was extracted twice with EtOAc ... Starting materials: C(C)(C)(C)OC(=O)N1CCC(CC1)/C=C/C(=O)N1C[C@@H](CCC1)C(=O)NCC(C(=O)O)CO (N-[(R)-1-[3-(1-tert-butoxycarbonyl-4-piperidyl)-(E)-acryloyl]-3-piperidylcarbonyl]-2-hydroxymethyl-β-alanine), Cl (HCl). Run in C(C)(=O)OCC (ethyl acetate), C(C)(=O)OCC (ethyl acetate). Conditions: time 2 hour. Product: Cl.N1CCC(CC1)/C=C/C(=O)N1C[C@@H](CCC1)C(=O)NCC(C(=O)O)CO (N-[(R)-1-[3-(4-piperidyl)-(E)-acryloyl]-3-piperidylcarbonyl]-2-hydroxymethyl-β-alanine hydrochloride). Isolated yield 82.0%. As a reaction SMILES: C(OC([N:8]1[CH2:13][CH2:12][CH:11](/[CH:14]=[CH:15]/[C:16]([N:18]2[CH2:23][CH2:22][CH2:21][C@@H:20]([C:24]([NH:26][CH2:27][CH:28]([CH2:32][OH:33])[C:29]([OH:31])=[O:30])=[O:25])[CH2:19]2)=[O:17])[CH2:10][CH2:9]1)=O)(C)(C)C.[ClH:34]>C(OCC)(=O)C>[ClH:34].[NH:8]1[CH2:13][CH2:12][CH:11](/[CH:14]=[CH:15]/[C:16]([N:18]2[CH2:23][CH2:22][CH2:21][C@@H:20]([C:24]([NH:26][CH2:27][CH:28]([CH2:32][OH:33])[C:29]([OH:31])=[O:30])=[O:25])[CH2:19]2)=[O:17])[CH2:10][CH2:9]1 |f:3.4|. Reported procedure: To a solution of N-[(R)-1-[3-(1-tert-butoxycarbonyl-4-piperidyl)-(E)-acryloyl]-3-piperidylcarbonyl]-2-hydroxymethyl-β-alanine (0.24 g) in ethyl acetate (2 ml) was added 4N HCl in ethyl acetate (1.3 ml) at 0° C., and the reaction mixture was stirred for 2 hours at room temperature. The precipitates were filtered and washed with diethyl ether to give N-[(R)-1-[3-(4-piperidyl)-(E)-acryloyl]-3-piperidylcarbonyl]-2-hydroxymethyl-β-alanine hydrochloride (0.17 g, 82.0%). Starting materials: NC1=C(C#N)C=CC=C1 (2-aminobenzonitrile), O=C(CC(=O)OCC)CC(=O)OCC (diethyl 3-oxopentanedioate). Product: NC1=C(C(=NC2=CC=CC=C12)CC(=O)OCC)C(=O)OCC (ethyl 4-amino-2-(2-ethoxy-2-oxoethyl)quinoline-3-carboxylate). As a reaction SMILES: [NH2:1][C:2]1[CH:9]=[CH:8][CH:7]=[CH:6][C:3]=1[C:4]#[N:5].O=[C:11]([CH2:18][C:19]([O:21][CH2:22][CH3:23])=[O:20])[CH2:12][C:13]([O:15][CH2:16][CH3:17])=[O:14]>>[NH2:5][C:4]1[C:3]2[C:2](=[CH:9][CH:8]=[CH:7][CH:6]=2)[N:1]=[C:11]([CH2:12][C:13]([O:15][CH2:16][CH3:17])=[O:14])[C:18]=1[C:19]([O:21][CH2:22][CH3:23])=[O:20]. Reported procedure: Prepared as in Example 2a from 2-aminobenzonitrile and diethyl 3-oxopentanedioate as a pale yellow solid (25%). 1H NMR (400 MHz, DMSO-d6) δ 1.19 (t, J=8.0 Hz, 3H), 1.30 (t, J=8.0 Hz, 3H), 4.08 (m, 4H), 4.28 (q, J=8.0 Hz, 2H), 7.50 (m, 1H), 7.73 (m, 2H), 8.10 (bs, 2H), 8.53 (d, J=8.0 Hz, 1H). MS 303 (MH+). Reactants: NC1=C(C=C(C=C1)F)C(C=CC(=O)OC)=O (methyl 4-(2-amino-5-fluorophenyl)-4-oxo-2-butenoate). The reagents and catalysts are [Pd] (Pd-C). Run in O1CCOCC1 (dioxane). The product is NC1=C(C=C(C=C1)F)C(CCC(=O)OC)=O (methyl 4-(2-amino-5-fluorophenyl)-4-oxobutyrate). The yield is 89.9%. As a reaction SMILES: [NH2:1][C:2]1[CH:7]=[CH:6][C:5]([F:8])=[CH:4][C:3]=1[C:9](=[O:16])[CH:10]=[CH:11][C:12]([O:14][CH3:15])=[O:13]>O1CCOCC1.[Pd]>[NH2:1][C:2]1[CH:7]=[CH:6][C:5]([F:8])=[CH:4][C:3]=1[C:9](=[O:16])[CH2:10][CH2:11][C:12]([O:14][CH3:15])=[O:13]. Procedure details: A solution of 9.342 g (41.854 mM) of methyl 4-(2-amino-5-fluorophenyl)-4-oxo-2-butenoate in 200 ml of dioxane is hydrogenated in the presence of 10% of Pd-C at room temperature under atmospheric pressure. The reaction mixture is concentrated after removal of the catalyst. The resulting residue is chromatographed on a column of silica gel (463 g), eluting with toluene-ethyl acetate (19:1 v/v) to give 8.47 g of methyl 4-(2-amino-5-fluorophenyl)-4-oxobutyrate as orange crystals. Recrystallization f... The yield is 43.6%. Reported procedure: A 4 mL vial was charged with 6-methoxy-1H-quinolin-2-one (0.032 g, 0.18 mmol) dry DMF (2 mL) and NaH (60% in oil, 8 mg, 0.20 mmol), thereafter the mixture was stirred at 45° C. for 45 min under a N2 atmosphere, followed by the addition of 1-bromo-3-chloropropane (18 μl, 0.18 mmol) and the mixture was shaken at 30° C. overnight. The reaction was then diluted with ether (25 mL) and washed with water (15 mL) and brine (15 mL), dried over Na2SO4, and concentrated under reduced pressure. The oily res... Conditions: temperature 45 celsius, time 45 minute. RXN SMILES: [CH3:1][O:2][C:3]1[CH:4]=[C:5]2[C:10](=[CH:11][CH:12]=1)[NH:9][C:8](=[O:13])[CH:7]=[CH:6]2.[H-].[Na+].Br[CH2:17][CH2:18][CH2:19]Cl.C([O-])([O-])=O.[K+].[K+].[CH2:27]([CH:31]1[CH2:36][CH2:35][NH:34][CH2:33][CH2:32]1)[CH2:28][CH2:29][CH3:30]>CCOCC.CC#N.CCOC(C)=O>[CH2:27]([CH:31]1[CH2:36][CH2:35][N:34]([CH2:17][CH2:18][CH2:19][N:9]2[C:10]3[C:5](=[CH:4][C:3]([O:2][CH3:1])=[CH:12][CH:11]=3)[CH:6]=[CH:7][C:8]2=[O:13])[CH2:33][CH2:32]1)[CH2:28][CH2:29][CH3:30] |f:1.2,4.5.6|. Starting materials: C(=O)([O-])[O-].[K+].[K+] (K2CO3), C(CCC)C1CCNCC1 (4-butylpiperidine), COC=1C=C2C=CC(NC2=CC1)=O (6-methoxy-1H-quinolin-2-one), [H-].[Na+] (NaH), BrCCCCl (1-bromo-3-chloropropane). Yields the product C(CCC)C1CCN(CC1)CCCN1C(C=CC2=CC(=CC=C12)OC)=O (1-[3-(4-Butylpiperidin-1-yl)propyl]-6-methoxy-1H-quinolin-2-one). Run in CCOC(=O)C (EtOAc), CC#N (CH3CN), CCOCC (ether). The reactants are Cc1cc(N2CC(S(=O)(=O)c3ccc(F)cc3Cl)CC2C(=O)NC2(C#N)CC2)n(C2CCC2)n1, COCCO. The product is COCCOc1ccc(S(=O)(=O)C2CC(C(=O)NC3(C#N)CC3)N(c3cc(C)nn3C3CCC3)C2)c(Cl)c1. As a reaction SMILES: [C:1](#[N:2])[C:3]1([NH:6][C:7](=[O:8])[CH:9]2[N:10]([c:25]3[n:26]([CH:31]4[CH2:32][CH2:33][CH2:34]4)[n:27][c:28]([CH3:30])[cH:29]3)[CH2:11][CH:12]([S:14](=[O:15])(=[O:16])[c:17]3[c:18]([Cl:24])[cH:19][c:20]([F:23])[cH:21][cH:22]3)[CH2:13]2)[CH2:4][CH2:5]1.[CH3:35][O:36][CH2:37][CH2:38][OH:39]>>[C:1](#[N:2])[C:3]1([NH:6][C:7](=[O:8])[CH:9]2[N:10]([c:25]3[n:26]([CH:31]4[CH2:32][CH2:33][CH2:34]4)[n:27][c:28]([CH3:30])[cH:29]3)[CH2:11][CH:12]([S:14](=[O:15])(=[O:16])[c:17]3[c:18]([Cl:24])[cH:19][c:20]([O:39][CH2:38][CH2:37][O:36][CH3:35])[cH:21][cH:22]3)[CH2:13]2)[CH2:4][CH2:5]1.